This data is from the Open Reaction Database (ORD), a public repository of structured organic reaction records. The task is: describe an organic reaction: reactants, conditions, products, and yield Reactants: C1CCOC1, C1CCCCC1, [Cl-], [Cl-], Cl, Cc1ccc(I)cc1[N+](=O)[O-], [Li]c1ccccc1, [Zn+2], c1ccc(P(c2ccccc2)(c2ccccc2)[Pd](P(c2ccccc2)(c2ccccc2)c2ccccc2)(P(c2ccccc2)(c2ccccc2)c2ccccc2)P(c2ccccc2)(c2ccccc2)c2ccccc2)cc1. Yields the product Cc1ccc(-c2ccccc2)cc1[N+](=O)[O-]. RXN SMILES: [CH2:25]1[O:26][CH2:27][CH2:28][CH2:29]1.[CH2:8]1[CH2:9][CH2:10][CH2:11][CH2:12][CH2:13]1.[Cl-:31].[Cl-:33].[ClH:30].[I:14][c:15]1[cH:16][c:17]([N+:22](=[O:23])[O-:24])[c:18]([CH3:21])[cH:19][cH:20]1.[Li:1][c:2]1[cH:3][cH:4][cH:5][cH:6][cH:7]1.[Zn+2:32].[cH:34]1[cH:35][cH:36][c:37]([P:38]([Pd:39]([P:40]([c:41]2[cH:42][cH:43][cH:44][cH:45][cH:46]2)([c:47]2[cH:48][cH:49][cH:50][cH:51][cH:52]2)[c:53]2[cH:54][cH:55][cH:56][cH:57][cH:58]2)([P:59]([c:60]2[cH:61][cH:62][cH:63][cH:64][cH:65]2)([c:66]2[cH:67][cH:68][cH:69][cH:70][cH:71]2)[c:72]2[cH:73][cH:74][cH:75][cH:76][cH:77]2)[P:78]([c:79]2[cH:80][cH:81][cH:82][cH:83][cH:84]2)([c:85]2[cH:86][cH:87][cH:88][cH:89][cH:90]2)[c:91]2[cH:92][cH:93][cH:94][cH:95][cH:96]2)([c:97]2[cH:98][cH:99][cH:100][cH:101][cH:102]2)[c:103]2[cH:104][cH:105][cH:106][cH:107][cH:108]2)[cH:109][cH:110]1>>[c:2]1(-[c:15]2[cH:16][c:17]([N+:22](=[O:23])[O-:24])[c:18]([CH3:21])[cH:19][cH:20]2)[cH:3][cH:4][cH:5][cH:6][cH:7]1. Starting materials: FC=1C=C(C=CC1F)O (3,4-Difluorophenol), C(=O)([O-])[O-].[Cs+].[Cs+] (Cs2CO3), BrC(C(=O)OCC)C (ethyl 2-bromopropionate). Solvent: CN(C)C=O (DMF). Conditions: temperature 90 celsius, time 16 hour. Yields the product C(C)OC(C(C)OC1=CC(=C(C=C1)F)F)=O (2-(3,4-Difluorophenoxy)propionic acid ethyl ester). As a reaction SMILES: [F:1][C:2]1[CH:3]=[C:4]([OH:9])[CH:5]=[CH:6][C:7]=1[F:8].C([O-])([O-])=O.[Cs+].[Cs+].Br[CH:17]([CH3:23])[C:18]([O:20][CH2:21][CH3:22])=[O:19]>CN(C=O)C>[CH2:21]([O:20][C:18](=[O:19])[CH:17]([O:9][C:4]1[CH:5]=[CH:6][C:7]([F:8])=[C:2]([F:1])[CH:3]=1)[CH3:23])[CH3:22] |f:1.2.3|. Procedure: 3,4-Difluorophenol (0.30 mol), Cs2CO3 (197.0 g, 0.61 mol), and ethyl 2-bromopropionate (54.3 g, 0.30 mol) were combined in anhydrous DMF (1000 mL) and stirred at 90° C. under an atmosphere of nitrogen. After 16 h, the DMF was removed in vacuo. The residue was dissolved in ethyl acetate (300 mL) and washed twice with water and once with brine. The organic layer was dried over Na2SO4 and concentrated in vacuo to produce an oil. Starting materials: ClC1=C(C=C(C=C1)S(=O)(=O)Cl)[N+](=O)[O-] (4-chloro-3-nitrobenzenesulfonyl chloride), FC1=C(N)C(=CC=C1)OC (2-fluoro-6-methoxyaniline), C(O)([O-])=O.[Na+] (sodium hydrogen carbonate), O (water). Run in O1CCCC1 (tetrahydrofuran), O1CCCC1 (tetrahydrofuran), C(C)(=O)OCC (ethyl acetate). Run at time 8 hour. The product is ClC1=C(C=C(C=C1)S(=O)(=O)NC1=C(C=CC=C1OC)F)[N+](=O)[O-] (4-chloro-N-(2-fluoro-6-methoxyphenyl)-3-nitrobenzenesulfonamide). Isolated yield 39.7%. Reaction SMILES: [F:1][C:2]1[CH:8]=[CH:7][CH:6]=[C:5]([O:9][CH3:10])[C:3]=1[NH2:4].C(=O)([O-])O.[Na+].O.[Cl:17][C:18]1[CH:23]=[CH:22][C:21]([S:24](Cl)(=[O:26])=[O:25])=[CH:20][C:19]=1[N+:28]([O-:30])=[O:29]>O1CCCC1.C(OCC)(=O)C>[Cl:17][C:18]1[CH:23]=[CH:22][C:21]([S:24]([NH:4][C:3]2[C:5]([O:9][CH3:10])=[CH:6][CH:7]=[CH:8][C:2]=2[F:1])(=[O:26])=[O:25])=[CH:20][C:19]=1[N+:28]([O-:30])=[O:29] |f:1.2|. Reported procedure: To a mixture of 2-fluoro-6-methoxyaniline (0.56 g), sodium hydrogen carbonate (0.67 g) and water (2 mL) in tetrahydrofuran (20 mL) was added a solution of 4-chloro-3-nitrobenzenesulfonyl chloride (1.0 g) in tetrahydrofuran (10 mL), and the mixture was stirred at room temperature overnight. The reaction mixture was diluted with ethyl acetate, and the resulting mixture was washed with 1 mol/L hydrochloric acid, water and brine successively, and dried over anhydrous magnesium sulfate. The solvent w... Reactants: ClC=1C=C2C(=CC1)N(CC21CN(CC1)C(=O)OC)C(NC=1SC(=CN1)SCCN1C(C2=CC=CC=C2C1=O)=O)=O (Methyl 5-chloro-1-((5-((2-(1,3-dioxoisoindolin-2-yl)ethyl)thio)thiazol-2-yl)carbamoyl)spiro[indoline-3,3′-pyrrolidine]-1′-carboxylate), O.NN (hydrazine monohydrate). Solvent: C(C)O (ethanol). Reaction conditions: temperature 90 celsius, time 3 hour. Product: NCCSC1=CN=C(S1)NC(=O)N1CC2(CN(CC2)C(=O)OC)C2=CC(=CC=C12)Cl (methyl 1-((5-((2-aminoethyl)thio)thiazol-2-yl)carbamoyl)-5-chlorospiro[indoline-3,3′-pyrrolidine]-1′-carboxylate). The yield is 45.5%. Reaction SMILES: [Cl:1][C:2]1[CH:3]=[C:4]2[C:10]3([CH2:14][CH2:13][N:12]([C:15]([O:17][CH3:18])=[O:16])[CH2:11]3)[CH2:9][N:8]([C:19](=[O:40])[NH:20][C:21]3[S:22][C:23]([S:26][CH2:27][CH2:28][N:29]4C(=O)C5C(=CC=CC=5)C4=O)=[CH:24][N:25]=3)[C:5]2=[CH:6][CH:7]=1.O.NN>C(O)C>[NH2:29][CH2:28][CH2:27][S:26][C:23]1[S:22][C:21]([NH:20][C:19]([N:8]2[C:5]3[C:4](=[CH:3][C:2]([Cl:1])=[CH:7][CH:6]=3)[C:10]3([CH2:14][CH2:13][N:12]([C:15]([O:17][CH3:18])=[O:16])[CH2:11]3)[CH2:9]2)=[O:40])=[N:25][CH:24]=1 |f:1.2|. Procedure details: Methyl 5-chloro-1-((5-((2-(1,3-dioxoisoindolin-2-yl)ethyl)thio)thiazol-2-yl)carbamoyl)spiro[indoline-3,3′-pyrrolidine]-1′-carboxylate (56 mg, 0.094 mmol) was dissolved in ethanol (3 mL). Thereafter, hydrazine monohydrate (0.007 mL, 0.14 mmol) was added to the above obtained solution, and the thus obtained mixture was then stirred at 90° C. for 3 hours. Thereafter, insoluble matters were removed by filtration, and the reaction solution was then concentrated in vacuo. The obtained residue was puri... Reactants: BrCCCOC1=CC=C(C=C1)Cl (1-Bromo-3-(4-chlorophenoxy)propane), C(C)(=S)[O-].[K+] (potassium thioacetate), C([O-])(O)=O.[Na+] (sodium bicarbonate). The solvent is CN(C)C=O (DMF). Product: C(C)(=O)SCCCOC1=CC=C(C=C1)Cl (1-Acetylsulfanyl-3-(4-chlorophenoxy)propane). Yield: 93.5%. RXN SMILES: Br[CH2:2][CH2:3][CH2:4][O:5][C:6]1[CH:11]=[CH:10][C:9]([Cl:12])=[CH:8][CH:7]=1.[C:13]([O-:16])(=[S:15])[CH3:14].[K+].C(=O)(O)[O-].[Na+]>CN(C=O)C>[C:13]([S:15][CH2:2][CH2:3][CH2:4][O:5][C:6]1[CH:11]=[CH:10][C:9]([Cl:12])=[CH:8][CH:7]=1)(=[O:16])[CH3:14] |f:1.2,3.4|. Procedure details: A solution of Intermediate 2 (6.0 g) in DMF (50 ml) was treated with potassium thioacetate (5.7 g) at room temperature for 3 h, then the brown solution was added to 5% sodium bicarbonate solution and extracted with ether (3×200 ml). The solvent was washed with water (200 ml) and brine, dried over MgSO4 and evaporated to give the title compound (5.50 g) as a beige solid. Starting materials: CC1=C(C=CC(=C1)C)N1CCNCC1 (1-(2,4-dimethylphenyl)piperazine), C1(=C(C=CC=C1)CN1CCN(CC1)C1=CC=CC=C1)C1=CC=CC=C1 (1-(biphenyl-2-ylmethyl)-4-phenylpiperazine), C1(=CC(=CC=C1)C=O)C1=CC=CC=C1 (biphenyl-3-carbaldehyde), [BH-](OC(=O)C)(OC(=O)C)OC(=O)C.[Na+] (NaBH(OAc)3). Yields the product C1(=CC(=CC=C1)CN1CCN(CC1)C1=C(C=C(C=C1)C)C)C1=CC=CC=C1 (1-(biphenyl-3-ylmethyl)-4-(2,4-dimethylphenyl)piperazine). RXN SMILES: [CH3:1][C:2]1[CH:7]=[C:6]([CH3:8])[CH:5]=[CH:4][C:3]=1[N:9]1[CH2:14][CH2:13][NH:12][CH2:11][CH2:10]1.[C:15]1([C:23]2[CH:28]=[CH:27][CH:26]=[CH:25][CH:24]=2)[CH:20]=[CH:19][CH:18]=[C:17]([CH:21]=O)[CH:16]=1.[BH-](OC(C)=O)(OC(C)=O)OC(C)=O.[Na+].C1(C2C=CC=CC=2)C=CC=CC=1CN1CCN(C2C=CC=CC=2)CC1>>[C:15]1([C:23]2[CH:24]=[CH:25][CH:26]=[CH:27][CH:28]=2)[CH:20]=[CH:19][CH:18]=[C:17]([CH2:21][N:12]2[CH2:11][CH2:10][N:9]([C:3]3[CH:4]=[CH:5][C:6]([CH3:8])=[CH:7][C:2]=3[CH3:1])[CH2:14][CH2:13]2)[CH:16]=1 |f:2.3|. Procedure details: 156.4 mg of the target compound (0.44 mmol, 53.7%) was obtained using 1-(2,4-dimethylphenyl)piperazine (312 mg, 1.64 mmol), biphenyl-3-carbaldehyde (150 mg, 0.82 mmol) and NaBH(OAc)3 (529 mg, 2.46 mmol) according to the synthesis method of Compound 1.